From a dataset of the Open Reaction Database (ORD), a public repository of structured organic reaction records. describe an organic reaction: reactants, conditions, products, and yield The reactants are NCCCCCC(=O)O (6-aminohexanoic acid), S(=O)(Cl)Cl (thionyl chloride), CC(=O)C.C(=O)=O (acetone dry ice), S(=O)(Cl)Cl (thionyl chloride). Solvent: CO (methanol). Reaction conditions: time 90 minute. Yields the product COC(CCCCCN)=O (6-Aminohexanoic acid methylester). As a reaction SMILES: [NH2:1][CH2:2][CH2:3][CH2:4][CH2:5][CH2:6][C:7]([OH:9])=[O:8].[CH3:10]C(C)=O.C(=O)=O.S(Cl)(Cl)=O>CO>[CH3:10][O:8][C:7](=[O:9])[CH2:6][CH2:5][CH2:4][CH2:3][CH2:2][NH2:1] |f:1.2|. Procedure details: 6-aminohexanoic acid (20 g, 0.15 mol) was suspended in methanol (80 mL), the mixture was cooled to −20° C. (acetone/dry ice) and thionyl chloride (14 mL, 0.2 mol) was added dropwise maintaining a temperature below −10° C. After addition of all thionyl chloride the cooling bath was removed and the mixture stirred for 90 minutes at room temperature. The mixture was refluxed shortly (5 minutes) and the solvents removed in vacuum. The residue was redissolved in methanol (60 mL). The product was prec...